From a dataset of the Open Reaction Database (ORD), a public repository of structured organic reaction records. describe an organic reaction: reactants, conditions, products, and yield Starting materials: C(C)(=O)N1C[C@H]([C@H](C1)OCC)NC1=NC(=C(N=C1CC)C1=C(C=C(C=C1)Cl)Cl)CC (N-[(cis)-1-acetyl-4-ethoxypyrrolidin-3-yl]-5-(2,4-dichlorophenyl)-3,6-diethylpyrazin-2-amine), ClC1=C(C=CC(=C1)Cl)C=1N=C(C(=NC1CC)N[C@@H]1CNC[C@@H]1OCC)CC (5-(2,4-dichlorophenyl)-N-[(3R,4S)-4-ethoxypyrrolidin-3-yl]-3,6-diethylpyrazin-2-amine), ClC(=O)OC (methyl chloroformate). Yields the product ClC1=C(C=CC(=C1)Cl)C=1N=C(C(=NC1CC)N[C@@H]1CN(C[C@@H]1OCC)C(=O)OC)CC (methyl (3R,4S)-3-{[5-(2,4-dichlorophenyl)-3,6-diethylpyrazin-2-yl]amino}-4-ethoxypyrrolidine-1-carboxylate). As a reaction SMILES: [C:1]([N:4]1[CH2:8][C@H:7]([O:9][CH2:10][CH3:11])[C@H:6]([NH:12][C:13]2[C:18]([CH2:19][CH3:20])=[N:17][C:16]([C:21]3[CH:26]=[CH:25][C:24]([Cl:27])=[CH:23][C:22]=3[Cl:28])=[C:15]([CH2:29][CH3:30])[N:14]=2)[CH2:5]1)(=[O:3])C.ClC1C=C(Cl)C=CC=1C1N=C(CC)C(N[C@H]2[C@@H:52]([O:53]CC)CNC2)=NC=1CC.ClC(OC)=O>>[Cl:28][C:22]1[CH:23]=[C:24]([Cl:27])[CH:25]=[CH:26][C:21]=1[C:16]1[N:17]=[C:18]([CH2:19][CH3:20])[C:13]([NH:12][C@H:6]2[C@@H:7]([O:9][CH2:10][CH3:11])[CH2:8][N:4]([C:1]([O:53][CH3:52])=[O:3])[CH2:5]2)=[N:14][C:15]=1[CH2:29][CH3:30]. Procedure details: Following the procedure for the preparation of N-[(cis)-1-acetyl-4-ethoxypyrrolidin-3-yl]-5-(2,4-dichlorophenyl)-3,6-diethylpyrazin-2-amine but substituting 5-(2,4-dichlorophenyl)-N-[(3R,4S)-4-ethoxypyrrolidin-3-yl]-3,6-diethylpyrazin-2-amine and methyl chloroformate, and making non-critical variations provided the title compound as an oil: 1H NMR (400 MHz, CDCl3) δ) 7.49, 7.34-7.26, 5.20, 4.73, 4.09, 3.95, 3.74, 3.60, 3.50, 3.39, 3.31, 3.26, 2.69, 2.47, 1.32-1.25, 1.15; IR (diffuse reflectance)... Reactants: CC(C)C(=O)Nc1cccc(C2CCNCC2)c1, O=C(CCCCCl)c1ccccc1I, [K+], [K+], O=C([O-])[O-]. The product is CC(C)C(=O)Nc1cccc(C2CCN(CCCCC(=O)c3ccccc3I)CC2)c1. As a reaction SMILES: [CH3:21][CH:22]([C:23](=[O:24])[NH:25][c:26]1[cH:27][c:28]([CH:32]2[CH2:33][CH2:34][NH:35][CH2:36][CH2:37]2)[cH:29][cH:30][cH:31]1)[CH3:38].[I:7][c:8]1[c:9]([C:14]([CH2:15][CH2:16][CH2:17][CH2:18][Cl:19])=[O:20])[cH:10][cH:11][cH:12][cH:13]1.[K+:1].[K+:2].[O-:3][C:4]([O-:5])=[O:6]>>[I:7][c:8]1[c:9]([C:14]([CH2:15][CH2:16][CH2:17][CH2:18][N:35]2[CH2:34][CH2:33][CH:32]([c:28]3[cH:27][c:26]([NH:25][C:23]([CH:22]([CH3:21])[CH3:38])=[O:24])[cH:31][cH:30][cH:29]3)[CH2:37][CH2:36]2)=[O:20])[cH:10][cH:11][cH:12][cH:13]1. Starting materials: COC(=O)C(CCCCCCC(=O)OC)(CCCC(CCCCC)OC(C)=O)S(=O)(=O)C (methyl 8-methoxycarbonyl-8-methylsulfonyl-12-acetoxyheptadecanoate), COC(=O)C(CCCCCCC(=O)OC)(CC#CC1(CCCCC1)OC(C)=O)S(=O)(=O)C (methyl 8-methoxycarbonyl-8-methylsulfonyl-11-(1-acetoxycyclohexyl)-10-undecynoate). Yields the product CS(=O)(=O)C(CCCCCCC(=O)OC)CC#CC1(CCCCC1)OC(C)=O (methyl 8-methylsulfonyl-11-(1-acetoxycyclohexyl)-10-undecynoate). RXN SMILES: COC([C:5]([S:29]([CH3:32])(=[O:31])=[O:30])([CH2:16][CH2:17][CH2:18][CH:19]([O:25][C:26](=[O:28])[CH3:27])[CH2:20][CH2:21][CH2:22][CH2:23][CH3:24])[CH2:6][CH2:7][CH2:8][CH2:9][CH2:10][CH2:11][C:12]([O:14][CH3:15])=[O:13])=O.COC(C(S(C)(=O)=O)(CC#CC1(OC(=O)C)CCCCC1)CCCCCCC(OC)=O)=O>>[CH3:32][S:29]([CH:5]([CH2:16][C:17]#[C:18][C:19]1([O:25][C:26](=[O:28])[CH3:27])[CH2:20][CH2:21][CH2:22][CH2:23][CH2:24]1)[CH2:6][CH2:7][CH2:8][CH2:9][CH2:10][CH2:11][C:12]([O:14][CH3:15])=[O:13])(=[O:30])=[O:31]. Procedure: The synthesis of this compound is carried out by the procedure of Example 3, Step D, except that methyl 8-methoxycarbonyl-8-methylsulfonyl-12-acetoxyheptadecanoate is replaced by an equivalent quantity of methyl 8-methoxycarbonyl-8-methylsulfonyl-11-(1-acetoxycyclohexyl)-10-undecynoate. Starting materials: O=C([O-])[O-], CS(C)=O, [Cs+], [Cs+], Nc1cc(F)cc(F)c1[N+](=O)[O-], O, O=Cc1ccc(O)cc1. Product: Nc1cc(Oc2ccc(C=O)cc2)cc(F)c1[N+](=O)[O-]. RXN SMILES: [C:13](=[O:14])([O-:15])[O-:16].[CH3:29][S:30]([CH3:31])=[O:32].[Cs+:17].[Cs+:18].[F:1][c:2]1[c:3]([N+:10](=[O:11])[O-:12])[c:4]([NH2:5])[cH:6][c:7]([F:9])[cH:8]1.[OH2:28].[OH:19][c:20]1[cH:21][cH:22][c:23]([CH:24]=[O:25])[cH:26][cH:27]1>>[F:1][c:2]1[c:3]([N+:10](=[O:11])[O-:12])[c:4]([NH2:5])[cH:6][c:7]([O:19][c:20]2[cH:21][cH:22][c:23]([CH:24]=[O:25])[cH:26][cH:27]2)[cH:8]1. Conditions: time 0.5 hour. Starting materials: NCC1=CC=C(C(=O)O)C=C1 (4-(aminomethyl)-benzoic acid), ClC(=O)OCC=C (allyl chloroformate). RXN SMILES: [NH2:1][CH2:2][C:3]1[CH:11]=[CH:10][C:6]([C:7]([OH:9])=[O:8])=[CH:5][CH:4]=1.Cl[C:13]([O:15][CH2:16][CH:17]=[CH2:18])=[O:14]>[OH-].[Na+]>[CH2:16]([O:15][C:13]([NH:1][CH2:2][C:3]1[CH:4]=[CH:5][C:6]([C:7]([OH:9])=[O:8])=[CH:10][CH:11]=1)=[O:14])[CH:17]=[CH2:18] |f:2.3|. Procedure: To a solution of 7.55 g of 4-(aminomethyl)-benzoic acid in 50 ml of 1N sodium hydroxide solution were added at 6°-8° C. over 1.5 h 6.55 g of allyl chloroformate. Stirring was continued at 0° C. for 0.5 h and the mixture was then extracted with 60 ml of diethyl ether. The organic phase was extracted with 20 ml of saturated sodium carbonate solution and the combined aqueous layers were then acidified to pH 1.8 by the addition of12N sulfuric acid and subsequently extracted with ethyl acetate. The e... Isolated yield 64.8%. The solvent is [OH-].[Na+] (sodium hydroxide). Product: C(C=C)OC(=O)NCC1=CC=C(C(=O)O)C=C1 (4-(allyloxycarbonylaminomethyl)-benzoic acid). Reactants: Cl.ClC=1C=C(C=CC1)NN (3-chlorophenylhydrazine hydrochloride), C(=O)(C(F)(F)F)O (TFA), C=O (formaldehyde), C(C)OC(CCCNC)OCC (4,4-diethoxy-N-methylbutan-1-amine), ClC1=CC=C2C(=CNC2=C1)CCNC (2-(6-chloro-1H-indol-3-yl)-N-methylethanamine). The solvent is CC1=NC=C(C=C1)C1OC1 (2-methyl-5-(oxiran-2-yl)pyridine), [H-].[Na+] (NaH), ClC1=CC=C2C3=C(NC2=C1)CN(CC3)C (7-chloro-2,3,4,9-tetrahydro-2-methyl-1H-pyrido[3,4-b]indole), C(C)#N (acetonitrile). The product is ClC1=CC=C2C3=C(N(C2=C1)CC(O)C=1C=NC(=CC1)C)CN(CC3)C (2-(7-chloro-1,2,3,4-tetrahydro-2-methylpyrido[3,4-b]indol-9-yl)-1-(6-methylpridin-3-yl)ethanol). Reaction SMILES: Cl.Cl[C:3]1[CH:4]=[C:5]([NH:9]N)[CH:6]=[CH:7][CH:8]=1.[CH2:11]([O:13]C(OCC)CCCNC)[CH3:12].[Cl:23][C:24]1[CH:32]=[C:31]2[C:27]([C:28]([CH2:33][CH2:34][NH:35][CH3:36])=[CH:29][NH:30]2)=[CH:26][CH:25]=1.C=O.[C:39](O)(C(F)(F)F)=O>C(#N)C.ClC1C=C2C(C3CCN(C)CC=3N2)=CC=1.CC1C=CC(C2CO2)=CN=1.[H-].[Na+]>[Cl:23][C:24]1[CH:32]=[C:31]2[C:27]([C:28]3[CH2:33][CH2:34][N:35]([CH3:39])[CH2:36][C:29]=3[N:30]2[CH2:12][CH:11]([C:4]2[CH:5]=[N:9][C:7]([CH3:6])=[CH:8][CH:3]=2)[OH:13])=[CH:26][CH:25]=1 |f:0.1,9.10|. Reported procedure: The title compound is prepared by following General Methods 3, 4 and 8 by using 3-chlorophenylhydrazine hydrochloride and 4,4-diethoxy-N-methylbutan-1-amine (General Method 3), 2-(6-chloro-1H-indol-3-yl)-N-methylethanamine, formaldehyde and TFA in acetonitrile (General Method 4) and 7-chloro-2,3,4,9-tetrahydro-2-methyl-1H-pyrido[3,4-b]indole, 2-methyl-5-(oxiran-2-yl)pyridine and NaH (General Method 8).